From a dataset of the Open Reaction Database (ORD), a public repository of structured organic reaction records. describe an organic reaction: reactants, conditions, products, and yield Starting materials: C(C)(C)(C)OC(=O)N[C@@H](CSCCNC(=O)OCC1=CC=CC=C1)C(=O)O (N-t-Butoxycarbonyl-S-(2-carbobenzoxyaminoethyl)-L-cysteine), N (ammonia), [Na] (sodium), [Cl-].[NH4+] (Ammonium chloride), resin, [NH4+] (ammonium). Solvent: O (water), liquid, C(C)O (ethanol). The product is C(C)(C)(C)OC(=O)N[C@@H](CSCCN)C(=O)O (N-t-Butoxycarbonyl-S-(2-aminoethyl)-L-cysteine). Isolated yield 76.1%. Reaction SMILES: [C:1]([O:5][C:6]([NH:8][C@H:9]([C:25]([OH:27])=[O:26])[CH2:10][S:11][CH2:12][CH2:13][NH:14]C(OCC1C=CC=CC=1)=O)=[O:7])([CH3:4])([CH3:3])[CH3:2].N.[Na].[Cl-].[NH4+].[NH4+]>O.C(O)C>[C:1]([O:5][C:6]([NH:8][C@H:9]([C:25]([OH:27])=[O:26])[CH2:10][S:11][CH2:12][CH2:13][NH2:14])=[O:7])([CH3:4])([CH3:2])[CH3:3] |f:3.4,^1:28|. Procedure details: N-t-Butoxycarbonyl-S-(2-carbobenzoxyaminoethyl)-L-cysteine (9.9 g) in 500 ml of liquid ammonia is treated with sodium metal until reaction is complete, as indicated by the persistence of a blue color. Ammonium chloride (1 g) is added, followed by ethanol (50 ml). Excess ammonia is let evaporate away. The residue is dissolved in a minimal amount of water, and extracted with ether. The aqueous layer is again taken to dryness, and the residue extracted with ethanol containing 6 ml of ammonium hydro... Starting materials: [H-].[Na+] (sodium hydride), C1(C=2C(C(N1CC(=O)N1C3=C(NC([C@@H]4[C@H]1CCC4)=O)C=CC=C3)=O)=CC=CC2)=O ((3aR*,10aS*)-4-(phthalimidoacetyl)-2,3,3a,4,9,10a-hexahydrobenzo[b]-cyclopenta[e][1,4]diazepin-10(1H)-one), Cl.ClCC1=NC2=CC=CC=C2C=C1 (2-(Chloromethyl)quinoline hydrochloride), C(O)([O-])=O.[Na+] (sodium hydrogencarbonate). Solvent: O (water), CN(C=O)C (N,N-dimethylformamide), O (water), C(C)(=O)OCC (ethyl acetate). The product is C1(C=2C(C(N1CC(=O)N1C3=C(N(C([C@@H]4[C@H]1CCC4)=O)CC4=NC1=CC=CC=C1C=C4)C=CC=C3)=O)=CC=CC2)=O ((3aR*,10aS*)-4-(Phthalimidoacetyl)-9-(2-quinolylmethyl) -2,3,3a,4,9,10a-hexahydrobenzo[b]cyclopenta[e][1,4]-diazepin-10(1H)-one). The yield is 45.8%. RXN SMILES: Cl.Cl[CH2:3][C:4]1[CH:13]=[CH:12][C:11]2[C:6](=[CH:7][CH:8]=[CH:9][CH:10]=2)[N:5]=1.C(=O)([O-])O.[Na+].[C:19]1(=[O:47])[N:23]([CH2:24][C:25]([N:27]2[C@@H:33]3[CH2:34][CH2:35][CH2:36][C@@H:32]3[C:31](=[O:37])[NH:30][C:29]3[CH:38]=[CH:39][CH:40]=[CH:41][C:28]2=3)=[O:26])[C:22](=[O:42])[C:21]2=[CH:43][CH:44]=[CH:45][CH:46]=[C:20]12.[H-].[Na+]>O.C(OCC)(=O)C.CN(C)C=O>[C:22]1(=[O:42])[N:23]([CH2:24][C:25]([N:27]2[C@@H:33]3[CH2:34][CH2:35][CH2:36][C@@H:32]3[C:31](=[O:37])[N:30]([CH2:3][C:4]3[CH:13]=[CH:12][C:11]4[C:6](=[CH:7][CH:8]=[CH:9][CH:10]=4)[N:5]=3)[C:29]3[CH:38]=[CH:39][CH:40]=[CH:41][C:28]2=3)=[O:26])[C:19](=[O:47])[C:20]2=[CH:46][CH:45]=[CH:44][CH:43]=[C:21]12 |f:0.1,2.3,5.6|. Procedure details: 2-(Chloromethyl)quinoline hydrochloride (321 mg, 1.5 mmol) was dissolved in water (0.5 mL) and ethyl acetate (1 mL), which was neutralized with sodium hydrogencarbonate. The organic layer was separated, and the aqueous layer was subjected to extraction twice with ethyl acetate. The organic layers were combined and dried over magnesium sulfate, which was concentrated under reduced pressure. To the concentrate were added (3aR*,10aS*)-4-(phthalimidoacetyl)-2,3,3a,4,9,10a-hexahydrobenzo[b]-cyclopent... The reactants are COc1ccc(P2(=S)SP(=S)(c3ccc(OC)cc3)S2)cc1, Cc1ccccc1, COc1ccc2c(C(=O)N(C)CC(=O)O)c(Cl)ccc2c1C(F)(F)F. The product is COc1ccc2c(C(=S)N(C)CC(=O)O)c(Cl)ccc2c1C(F)(F)F. RXN SMILES: [CH3:1][O:2][c:3]1[cH:4][cH:5][c:6]([P:7]2(=[S:10])[S:8][P:9]([c:11]3[cH:12][cH:13][c:14]([O:15][CH3:16])[cH:17][cH:18]3)(=[S:19])[S:20]2)[cH:21][cH:22]1.[CH3:48][c:49]1[cH:50][cH:51][cH:52][cH:53][cH:54]1.[Cl:23][c:24]1[c:25]([C:40](=[O:41])[N:42]([CH2:43][C:44](=[O:45])[OH:46])[CH3:47])[c:26]2[cH:27][cH:28][c:29]([O:38][CH3:39])[c:30]([C:34]([F:35])([F:36])[F:37])[c:31]2[cH:32][cH:33]1>>[S:10]=[C:40]([c:25]1[c:24]([Cl:23])[cH:33][cH:32][c:31]2[c:26]1[cH:27][cH:28][c:29]([O:38][CH3:39])[c:30]2[C:34]([F:35])([F:36])[F:37])[N:42]([CH2:43][C:44](=[O:45])[OH:46])[CH3:47]. Starting materials: Cc1cc(C(=O)O)cc(Cl)n1, Cn1c(N)nc2ccccc21. Reagents/catalysts: C1CCC(CC1)N=C=NC2CCCCC2 (DCC). Solvent: CN(C)C=O (DMF), CN(C)C=O (DMF), CN(C)C=O (DMF), CN(C)C=O (DMF), CN(C)C=O (DMF), CN(C)C=O (DMF). Reaction conditions: temperature 25 celsius, time 2 hour. Yields the product Cc1cc(C(=O)Nc2nc3ccccc3n2C)cc(Cl)n1. The yield is 0.6%. As a reaction SMILES: Cn1c(N)nc2ccccc21.Cc1cc(C(=O)O)cc(Cl)n1.C1CCC(CC1)N=C=NC2CCCCC2.CN(C)C=O>>Cc1cc(C(=O)Nc2nc3ccccc3n2C)cc(Cl)n1. Reactants: COc1ccc(-c2ccc3c(N4CCOCC4C)nc(N4CCOCC4C)nc3n2)cc1CO, CC#N, O=P(O)(O)O. RXN SMILES: [CH3:1][CH:2]1[CH2:3][O:4][CH2:5][CH2:6][N:7]1[c:8]1[n:9][c:10]([N:28]2[CH:29]([CH3:34])[CH2:30][O:31][CH2:32][CH2:33]2)[c:11]2[c:12]([n:13]1)[n:14][c:15](-[c:18]1[cH:19][cH:20][c:21]([O:26][CH3:27])[c:22]([CH2:24][OH:25])[cH:23]1)[cH:16][cH:17]2.[CH3:40][C:41]#[N:42].[P:35]([OH:36])([OH:37])([OH:38])=[O:39]>>[CH3:1][CH:2]1[CH2:3][O:4][CH2:5][CH2:6][N:7]1[c:8]1[n:9][c:10]([N:28]2[CH:29]([CH3:34])[CH2:30][O:31][CH2:32][CH2:33]2)[c:11]2[c:12]([n:13]1)[n:14][c:15](-[c:18]1[cH:19][cH:20][c:21]([O:26][CH3:27])[c:22]([CH2:24][OH:25])[cH:23]1)[cH:16][cH:17]2.[P:35](=[O:36])([OH:37])([OH:38])[OH:39]. Product: COc1ccc(-c2ccc3c(N4CCOCC4C)nc(N4CCOCC4C)nc3n2)cc1CO, O=P(O)(O)O. The reactants are C(C1=CC=CC=C1)OC(=O)NCCC[C@H](NC(=O)OC(C)(C)C)C(=O)O ((S)-N5-(benzyloxycarbonyl)-N2-(tert-butyloxycarbonyl)-ornithine), C1(CCCC1)S(=O)(=O)Cl (cyclopentanesulphonyl chloride), N1CCCC1 (pyrrolidine). Yields the product Cl.N[C@@H](CCCNS(=O)(=O)C1CCCC1)C(N1CCCC1)=O ((S)-N-[4-Amino-5-oxo-5-(1-pyrrolidinyl)-pentyl]-cyclopentanesulphonamide Hydrochloride). Reaction SMILES: C(OC([NH:11][CH2:12][CH2:13][CH2:14][C@@H:15]([C:24]([OH:26])=O)[NH:16]C(OC(C)(C)C)=O)=O)C1C=CC=CC=1.[CH:27]1([S:32]([Cl:35])(=[O:34])=[O:33])[CH2:31][CH2:30][CH2:29][CH2:28]1.[NH:36]1[CH2:40][CH2:39][CH2:38][CH2:37]1>>[ClH:35].[NH2:16][C@H:15]([C:24](=[O:26])[N:36]1[CH2:40][CH2:39][CH2:38][CH2:37]1)[CH2:14][CH2:13][CH2:12][NH:11][S:32]([CH:27]1[CH2:31][CH2:30][CH2:29][CH2:28]1)(=[O:34])=[O:33] |f:3.4|. Procedure: Starting from (S)-N5-(benzyloxycarbonyl)-N2-(tert-butyloxycarbonyl)-ornithine, cyclopentanesulphonyl chloride and pyrrolidine, the expected product is obtained according to the procedure described in Example 3. Starting materials: FC1=C(C=CC(=C1)F)C1=CC=C(C=C1)C(CCO)(C)O (3-(2',4'-difluoro-4-biphenylyl)butane-1,3-diol). Reagents/catalysts: [Pd] (Pd-C). The solvent is C(C)(=O)O (acetic acid). Yields the product FC1=C(C=CC(=C1)F)C1=CC=C(C=C1)C(CCO)C (3-(2',4'-difluoro-4-biphenylyl)butan-1-ol). Reaction SMILES: [F:1][C:2]1[CH:7]=[C:6]([F:8])[CH:5]=[CH:4][C:3]=1[C:9]1[CH:14]=[CH:13][C:12]([C:15](O)([CH3:19])[CH2:16][CH2:17][OH:18])=[CH:11][CH:10]=1>[Pd].C(O)(=O)C>[F:1][C:2]1[CH:7]=[C:6]([F:8])[CH:5]=[CH:4][C:3]=1[C:9]1[CH:14]=[CH:13][C:12]([CH:15]([CH3:19])[CH2:16][CH2:17][OH:18])=[CH:11][CH:10]=1. Procedure details: 2.78 g. of 3-(2',4'-difluoro-4-biphenylyl)butane-1,3-diol are dissolved in 30 ml. of acetic acid and hydrogenated at 20° and under 1 atmosphere on 0.5 g. of 10% Pd-C until the reaction has ceased. Filtering and evaporating gives 3-(2',4'-difluoro-4-biphenylyl)butan-1-ol.